This data is from the Open Reaction Database (ORD), a public repository of structured organic reaction records. The task is: describe an organic reaction: reactants, conditions, products, and yield RXN SMILES: [CH3:1][O:2][S:3]([O-:6])(=[O:5])=[O:4].[NH2:7][C:8]1[CH:23]=[CH:22][CH:21]=[CH:20][C:9]=1[O:10][CH2:11][CH2:12][C:13]1[CH:18]=[CH:17][CH:16]=[CH:15][N+:14]=1[CH3:19].Cl.N([O-])=O.[Na+].N([O-])=O.[NH2:32]S(O)(=O)=O.[CH:37]1[C:46]2[C:41](=[CH:42][CH:43]=[CH:44][CH:45]=2)[CH:40]=[CH:39][C:38]=1[OH:47].[OH-].[Na+]>O.C(O)(C)C>[CH3:1][O:2][S:3]([O-:6])(=[O:5])=[O:4].[OH:47][C:38]1[CH:39]=[CH:40][C:41]2[C:46](=[CH:45][CH:44]=[CH:43][CH:42]=2)[C:37]=1[N:32]=[N:7][C:8]1[CH:23]=[CH:22][CH:21]=[CH:20][C:9]=1[O:10][CH2:11][CH2:12][C:13]1[CH:18]=[CH:17][CH:16]=[CH:15][N+:14]=1[CH3:19] |f:0.1,3.4,8.9,12.13|. Run in O (water), O (water), C(C)(C)O (isopropanol). Reactants: azo, N(=O)[O-].[Na+] (sodium nitrite), COS(=O)(=O)[O-].NC1=C(OCCC2=[N+](C=CC=C2)C)C=CC=C1 (2-[2-(2-aminophenoxy)ethyl]-1-methylpyridinium methylsulfate), Cl (hydrochloric acid), ice, N(=O)[O-] (nitrite), C1=C(C=CC2=CC=CC=C12)O (2-naphthol), [OH-].[Na+] (sodium hydroxide), NS(=O)(=O)O (sulfaminic acid). Yields the product COS(=O)(=O)[O-].OC1=C(C2=CC=CC=C2C=C1)N=NC1=C(OCCC2=[N+](C=CC=C2)C)C=CC=C1 (2-{2-[(2-hydroxy-1-naphthyl)diazenyl]phenoxy}ethyl-1-methylpyridinium methylsulfate). Procedure details: To the solution from Step 3.3 (10 mmol) was added 2.9 g of 32% hydrochloric acid solution. Then, in an ice bath, 0.7 g (10 mmol) of sodium nitrite dissolved in 5 mL of water was added dropwise over a period of 10 minutes without allowing the temperature to exceed 5° C. The mixture was allowed to agitate in the ice bath for an additional hour after which unreacted nitrite was decomposed by addition of sulfaminic acid. The resulting solution was then added to a solution of 1.45 g (10 mmol) of 2-na... The reactants are Cc1c(NS(C)(=O)=O)cccc1N(Cc1ccccc1)Cc1ccc(Oc2cccc(OCC3COC(C)(C)O3)c2)cc1, ClCCl, O=C(OF)C(F)(F)F. Yields the product Cc1c(NS(C)(=O)=O)cccc1N(Cc1ccccc1)Cc1ccc(Oc2cccc(OCC(O)CO)c2)cc1. RXN SMILES: [CH2:1]([c:2]1[cH:3][cH:4][cH:5][cH:6][cH:7]1)[N:8]([c:9]1[c:10]([CH3:20])[c:11]([NH:15][S:16](=[O:17])(=[O:18])[CH3:19])[cH:12][cH:13][cH:14]1)[CH2:21][c:22]1[cH:23][cH:24][c:25]([O:28][c:29]2[cH:30][c:31]([O:35][CH2:36][CH:37]3[O:38][C:39]([CH3:42])([CH3:43])[O:40][CH2:41]3)[cH:32][cH:33][cH:34]2)[cH:26][cH:27]1.[Cl:52][CH2:53][Cl:54].[F:44][O:45][C:46](=[O:47])[C:48]([F:49])([F:50])[F:51]>>[CH2:1]([c:2]1[cH:3][cH:4][cH:5][cH:6][cH:7]1)[N:8]([c:9]1[c:10]([CH3:20])[c:11]([NH:15][S:16](=[O:17])(=[O:18])[CH3:19])[cH:12][cH:13][cH:14]1)[CH2:21][c:22]1[cH:23][cH:24][c:25]([O:28][c:29]2[cH:30][c:31]([O:35][CH2:36][CH:37]([OH:38])[CH2:41][OH:40])[cH:32][cH:33][cH:34]2)[cH:26][cH:27]1. Procedure: Iron powder (2.51 g, 45 mmol), water (0.97 ml) and HCl (37%, 0.74 ml), were added to a stirred suspension of the 5-nitroisoindolin-1-one (800 mg, 4.5 mmol) from step 2 of this example in EtOH (11.2 ml). The mixture was heated at 95° C. for 2 h. Ammonia (7N in MeOH) was added (1 mL) to make the pH of the mixture alkaline. The mixture was filtered to removed undissolved solids and the filter cake washed with EtOH (2×40 ml). The filtrate and organic washes were combined and concentrated in vacuum t... Starting materials: O (water), N (Ammonia), Cl (HCl), [N+](=O)([O-])C=1C=C2CNC(C2=CC1)=O (5-nitroisoindolin-1-one). RXN SMILES: O.Cl.[N+:3]([C:6]1[CH:7]=[C:8]2[C:12](=[CH:13][CH:14]=1)[C:11](=[O:15])[NH:10][CH2:9]2)([O-])=O.N>CCO.[Fe]>[NH2:3][C:6]1[CH:7]=[C:8]2[C:12](=[CH:13][CH:14]=1)[C:11](=[O:15])[NH:10][CH2:9]2. The solvent is CCO (EtOH). Run at temperature 95 celsius. The reagents and catalysts are [Fe] (Iron). The product is NC=1C=C2CNC(C2=CC1)=O (5-aminoisoindolin-1-one). Reactants: C(=C)C1=CC=C(C=C1)S(=O)[O-].[K+] (potassium p-vinylbenzenesulfinate), ClCC(=O)OC (methyl chloroacetate). Solvent: CS(=O)C (dimethyl sulfoxide). Run at temperature 50 celsius. Product: C(=C)C1=CC=C(C=C1)S(=O)(=O)CC(=O)OC (methyl p-vinylbenzenesulfonylacetate). As a reaction SMILES: [CH:1]([C:3]1[CH:8]=[CH:7][C:6]([S:9]([O-:11])=[O:10])=[CH:5][CH:4]=1)=[CH2:2].[K+].Cl[CH2:14][C:15]([O:17][CH3:18])=[O:16]>CS(C)=O>[CH:1]([C:3]1[CH:4]=[CH:5][C:6]([S:9]([CH2:14][C:15]([O:17][CH3:18])=[O:16])(=[O:11])=[O:10])=[CH:7][CH:8]=1)=[CH2:2] |f:0.1|. Procedure: To 188 ml of dimethyl sulfoxide was added 54.2 g of potassium p-vinylbenzenesulfinate, and the resulting mixture was stirred while heating at 50° C. Then, 23.0 ml of methyl chloroacetate was added dropwise to the mixture over 1 hour while maintaining it at 50° C., and the resulting mixture was stirred for 1 hour while maintaining at 50° C. The reaction mixture was cooled to room temperature and extracted with ethyl acetate, and the ethyl acetate was distilled away at an outer temperature of not ...